This data is from the Open Reaction Database (ORD), a public repository of structured organic reaction records. The task is: describe an organic reaction: reactants, conditions, products, and yield The reactants are CC(=O)Nc1ccc(CBr)cc1C(C)(C)C, CNC1CCCCC1, ClC(Cl)Cl. Yields the product CC(=O)Nc1ccc(CN(C)C2CCCCC2)cc1C(C)(C)C. RXN SMILES: [C:9]([CH3:10])(=[O:11])[NH:12][c:13]1[c:14]([C:21]([CH3:22])([CH3:23])[CH3:24])[cH:15][c:16]([CH2:17][Br:18])[cH:19][cH:20]1.[CH3:1][NH:2][CH:3]1[CH2:4][CH2:5][CH2:6][CH2:7][CH2:8]1.[CH:25]([Cl:26])([Cl:27])[Cl:28]>>[CH3:1][N:2]([CH:3]1[CH2:4][CH2:5][CH2:6][CH2:7][CH2:8]1)[CH2:17][c:16]1[cH:15][c:14]([C:21]([CH3:22])([CH3:23])[CH3:24])[c:13]([NH:12][C:9]([CH3:10])=[O:11])[cH:20][cH:19]1. The reactants are CCOC(=O)CN(CC(=O)OCC)c1cc(CCC(=O)OC(C)(C)C)ccc1C, ClCCl, Cl, C1COCCO1. Yields the product CCOC(=O)CN(CC(=O)OCC)c1cc(CCC(=O)O)ccc1C. Reaction SMILES: [CH2:1]([CH3:2])[O:3][C:4]([CH2:5][N:6]([c:7]1[c:8]([CH3:22])[cH:9][cH:10][c:11]([CH2:13][CH2:14][C:15](=[O:16])[O:17][C:18]([CH3:19])([CH3:20])[CH3:21])[cH:12]1)[CH2:23][C:24](=[O:25])[O:26][CH2:27][CH3:28])=[O:29].[Cl:37][CH2:38][Cl:39].[ClH:36].[O:30]1[CH2:31][CH2:32][O:33][CH2:34][CH2:35]1>>[CH2:1]([CH3:2])[O:3][C:4]([CH2:5][N:6]([c:7]1[c:8]([CH3:22])[cH:9][cH:10][c:11]([CH2:13][CH2:14][C:15](=[O:16])[OH:17])[cH:12]1)[CH2:23][C:24](=[O:25])[O:26][CH2:27][CH3:28])=[O:29]. Starting materials: C(CCCCCCCCC)OC=1C=C2CCC(CC2=CC1)C(=O)O (6-decyloxy-1,2,3,4-tetrahydro-2-naphthalenecarboxylic acid), [H-].[Al+3].[Li+].[H-].[H-].[H-] (lithium aluminum hydride). The solvent is CCOCC (ether), CCOCC (ether). Conditions: time 30 minute. Product: C(CCCCCCCCC)OC=1C=C2CCC(CC2=CC1)CO (6-decyloxy-1,2,3,4-tetrahydro-2-hydroxymethylnaphthalene). The yield is 94.9%. RXN SMILES: [H-].[Al+3].[Li+].[H-].[H-].[H-].[CH2:7]([O:17][C:18]1[CH:19]=[C:20]2[C:25](=[CH:26][CH:27]=1)[CH2:24][CH:23]([C:28](O)=[O:29])[CH2:22][CH2:21]2)[CH2:8][CH2:9][CH2:10][CH2:11][CH2:12][CH2:13][CH2:14][CH2:15][CH3:16]>CCOCC>[CH2:7]([O:17][C:18]1[CH:19]=[C:20]2[C:25](=[CH:26][CH:27]=1)[CH2:24][CH:23]([CH2:28][OH:29])[CH2:22][CH2:21]2)[CH2:8][CH2:9][CH2:10][CH2:11][CH2:12][CH2:13][CH2:14][CH2:15][CH3:16] |f:0.1.2.3.4.5|. Procedure details: 0.34 g (8.95 mmol) of lithium aluminum hydride was added to 40 ml of ether. To this mixture was slowly added 2.54 g (7.65 mmol) of the 6-decyloxy-1,2,3,4-tetrahydro-2-naphthalenecarboxylic acid obtained in the first stage of Example 1. After the resulting mixture was stirred at room temperature for 30 minutes, it was heated under reflux for 6 hours. After cooling, the reaction mixture was caused to undergo hydrolysis and extraction with ether. The organic phase was concentrated and by purifying ... The reactants are Intermediate 1, C(=O)(C(F)(F)F)O (TFA), NCCC1=CNC2=CC=CC=C12 (tryptamine), FC=1C=C(C=O)C=CC1OC (3-fluoro4-methoxybenzaldehyde). Product: FC=1C=C(C=CC1OC)C1NCCC=2C3=CC=CC=C3NC12 (1-(3-Fluoro-4-methoxyphenyl)-2,3,4,9-tetrahydro-1H-β-carboline). Yield: 58.5%. Reaction SMILES: [NH2:1][CH2:2][CH2:3][C:4]1[C:12]2[C:7](=[CH:8][CH:9]=[CH:10][CH:11]=2)[NH:6][CH:5]=1.[F:13][C:14]1[CH:15]=[C:16]([CH:19]=[CH:20][C:21]=1[O:22][CH3:23])[CH:17]=O.C(O)(C(F)(F)F)=O>>[F:13][C:14]1[CH:15]=[C:16]([CH:17]2[C:5]3[NH:6][C:7]4[C:12](=[CH:11][CH:10]=[CH:9][CH:8]=4)[C:4]=3[CH2:3][CH2:2][NH:1]2)[CH:19]=[CH:20][C:21]=1[O:22][CH3:23]. Procedure: This product was prepared using the same procedure as for Intermediate 1 with tryptamine (4.80 g, 30.0 mmol), 3-fluoro4-methoxybenzaldehyde (4.86 g, 1.05 equiv.) and TFA (4.6 mL, 2 equiv.) to give the title compound (5.2 g, 59%) as white crystals. Reaction conditions: time 1 hour. Yield: 32.3%. As a reaction SMILES: [C:1]([CH2:4][CH2:5][C:6]1[CH:7]=[C:8]([CH:25]=[CH:26][C:27]=1[O:28][CH2:29][CH:30]([CH3:32])[CH3:31])[C:9]([C:11]1[CH:19]=[CH:18][C:14]([C:15]([OH:17])=[O:16])=[CH:13][C:12]=1[O:20][CH2:21][CH:22]([CH3:24])[CH3:23])=[O:10])([OH:3])=[O:2].[C:33](N1C=CN=C1)(N1C=CN=C1)=O.CO.Cl>C(Cl)Cl.O.C(OCC)(=O)C>[CH2:21]([O:20][C:12]1[CH:13]=[C:14]([CH:18]=[CH:19][C:11]=1[C:9](=[O:10])[C:8]1[CH:25]=[CH:26][C:27]([O:28][CH2:29][CH:30]([CH3:32])[CH3:31])=[C:6]([CH2:5][CH2:4][C:1]([O:3][CH3:33])=[O:2])[CH:7]=1)[C:15]([OH:17])=[O:16])[CH:22]([CH3:23])[CH3:24]. Reported procedure: In 2 ml of methylene chloride is dissolved 0.15 g of 4-[3-(2-carboxyethyl)-4-isobutoxybenzoyl]-3-isobutoxybenzoic acid, to which is added 0.12 g of 1,1′-carbonyldiimidazole. After stirring the mixture at ambient temperature for one hour, 15 μl of methanol is added, and the mixture thus obtained is stirred at the same temperature as above for one hour. Ethyl acetate and water are added to the reaction mixture, pH is adjusted to 2 with 2 mol/L hydrochloric acid, and the organic layer is separated.... Run in O (water), C(C)(=O)OCC (Ethyl acetate), C(Cl)Cl (methylene chloride). Reactants: Cl (hydrochloric acid), C(=O)(N1C=NC=C1)N1C=NC=C1 (1,1′-carbonyldiimidazole), CO (methanol), C(=O)(O)CCC=1C=C(C(=O)C2=C(C=C(C(=O)O)C=C2)OCC(C)C)C=CC1OCC(C)C (4-[3-(2-carboxyethyl)-4-isobutoxybenzoyl]-3-isobutoxybenzoic acid). Product: C(C(C)C)OC=1C=C(C(=O)O)C=CC1C(C1=CC(=C(C=C1)OCC(C)C)CCC(=O)OC)=O (3-isobutoxy-4-[4-isobutoxy-3-(3-methoxy-3-oxopropyl)benzoyl]benzoic acid). Reactants: CC(CNC1=CC=C(C=C1)C=1C(CC(NN1)=O)C)(C)[N+](=O)[O-] (6-[4-(2-methyl-2-nitropropylamino)phenyl]-5-methyl-4,5-dihydro-3(2H)-pyridazinone). The reagents and catalysts are [Ni] (Raney nickel). Run in CN(C=O)C (dimethylformamide). The product is NC(CNC1=CC=C(C=C1)C=1C(CC(NN1)=O)C)(C)C (6-[4-(2-amino-2-methylpropylamino)phenyl]-5-methyl-4,5-dihydro-3(2H)-pyridazinone). Isolated yield 91.5%. Reaction SMILES: [CH3:1][C:2]([N+:20]([O-])=O)([CH3:19])[CH2:3][NH:4][C:5]1[CH:10]=[CH:9][C:8]([C:11]2[CH:12]([CH3:18])[CH2:13][C:14](=[O:17])[NH:15][N:16]=2)=[CH:7][CH:6]=1>[Ni].CN(C)C=O>[NH2:20][C:2]([CH3:1])([CH3:19])[CH2:3][NH:4][C:5]1[CH:6]=[CH:7][C:8]([C:11]2[CH:12]([CH3:18])[CH2:13][C:14](=[O:17])[NH:15][N:16]=2)=[CH:9][CH:10]=1. Procedure: A mixture of 6-[4-(2-methyl-2-nitropropylamino)phenyl]-5-methyl-4,5-dihydro-3(2H)-pyridazinone (412.6 g), Raney nickel (100 ml) and dimethylformamide (1.5 liters) was hydrogenated under atmospheric pressure. After the absorption of hydrogen ceased, the catalyst was removed by filtration. The filtrate was concentrated under reduced pressure. The residue was recrystallized from methanol to give 6-[4-(2-amino-2-methylpropylamino)phenyl]-5-methyl-4,5-dihydro-3(2H)-pyridazinone (340.39 g).